describe an organic reaction: reactants, conditions, products, and yield From a dataset of the Open Reaction Database (ORD), a public repository of structured organic reaction records. Starting materials: OCC=1N(C2=NC=CC=C2N1)CC1=CC=C(C=C1)C1=CC=CC=C1 (2-hydroxymethyl-3-(4-phenylbenzyl)imidazo[5,4-b]pyridine), N(=NC(=O)N1CCCCC1)C(=O)N1CCCCC1 (1,1'-(azodicarbonyl)dipiperidine), OC1=CC=C(CC2C(N(C(S2)=O)C(C2=CC=CC=C2)(C2=CC=CC=C2)C2=CC=CC=C2)=O)C=C1 (5-(4-hydroxybenzyl)-3-triphenylmethylthiazolidine-2,4-dione), C(CCC)P(CCCC)CCCC (tributylphosphine). Solvent: C1=CC=CC=C1 (benzene). The product is C1(=CC=CC=C1)C1=CC=C(CN2C(=NC=3C2=NC=CC3)COC3=CC=C(CC2C(N(C(S2)=O)C(C2=CC=CC=C2)(C2=CC=CC=C2)C2=CC=CC=C2)=O)C=C3)C=C1 (5-[4-{3-(4-Phenylbenzyl)imidazo[5,4-b]pyridin-2-ylmethoxy}benzyl]-3-triphenylmethylthiazolidine-2,4-dione). As a reaction SMILES: [OH:1][CH2:2][C:3]1[N:4]([CH2:12][C:13]2[CH:18]=[CH:17][C:16]([C:19]3[CH:24]=[CH:23][CH:22]=[CH:21][CH:20]=3)=[CH:15][CH:14]=2)[C:5]2[C:10]([N:11]=1)=[CH:9][CH:8]=[CH:7][N:6]=2.O[C:26]1[CH:58]=[CH:57][C:29]([CH2:30][CH:31]2[S:35][C:34](=[O:36])[N:33]([C:37]([C:50]3[CH:55]=[CH:54][CH:53]=[CH:52][CH:51]=3)([C:44]3[CH:49]=[CH:48][CH:47]=[CH:46][CH:45]=3)[C:38]3[CH:43]=[CH:42][CH:41]=[CH:40][CH:39]=3)[C:32]2=[O:56])=[CH:28][CH:27]=1.C(P(CCCC)CCCC)CCC.N(C(N1CCCCC1)=O)=NC(N1CCCCC1)=O>C1C=CC=CC=1>[C:19]1([C:16]2[CH:17]=[CH:18][C:13]([CH2:12][N:4]3[C:5]4=[N:6][CH:7]=[CH:8][CH:9]=[C:10]4[N:11]=[C:3]3[CH2:2][O:1][C:26]3[CH:58]=[CH:57][C:29]([CH2:30][CH:31]4[S:35][C:34](=[O:36])[N:33]([C:37]([C:50]5[CH:55]=[CH:54][CH:53]=[CH:52][CH:51]=5)([C:44]5[CH:45]=[CH:46][CH:47]=[CH:48][CH:49]=5)[C:38]5[CH:43]=[CH:42][CH:41]=[CH:40][CH:39]=5)[C:32]4=[O:56])=[CH:28][CH:27]=3)=[CH:14][CH:15]=2)[CH:24]=[CH:23][CH:22]=[CH:21][CH:20]=1. Procedure details: A procedure similar to that described in Preparation 4 was repeated, except that 0.5 g of 2-hydroxymethyl-3-(4-phenylbenzyl)imidazo[5,4-b]pyridine (prepared as described in Preparation 54), 0.738 g of 5-(4-hydroxybenzyl)-3-triphenylmethylthiazolidine-2,4-dione, 0.43 ml of tributylphosphine, 0.4 g of 1,1'-(azodicarbonyl)dipiperidine and 20 ml of benzene were used, to give the title compound as a crude product. This crude product was purified by column chromatography through silica gel, using a gr... Reactants: BrCc1ccccc1, COC(=O)c1cc(OC)nc(OC)c1NS(=O)(=O)c1ccc(OC)cc1, [H-], [Na+], CN(C)C=O, O. Yields the product COC(=O)c1cc(OC)nc(OC)c1N(Cc1ccccc1)S(=O)(=O)c1ccc(OC)cc1. As a reaction SMILES: [Br:27][CH2:28][c:29]1[cH:30][cH:31][cH:32][cH:33][cH:34]1.[CH3:1][O:2][c:3]1[cH:4][cH:5][c:6]([S:9](=[O:10])(=[O:11])[NH:12][c:13]2[c:14]([C:15](=[O:16])[O:17][CH3:18])[cH:19][c:20]([O:25][CH3:26])[n:21][c:22]2[O:23][CH3:24])[cH:7][cH:8]1.[H-:36].[Na+:35].[O:37]=[CH:38][N:39]([CH3:40])[CH3:41].[OH2:42]>>[CH3:1][O:2][c:3]1[cH:4][cH:5][c:6]([S:9](=[O:10])(=[O:11])[N:12]([c:13]2[c:14]([C:15](=[O:16])[O:17][CH3:18])[cH:19][c:20]([O:25][CH3:26])[n:21][c:22]2[O:23][CH3:24])[CH2:28][c:29]2[cH:30][cH:31][cH:32][cH:33][cH:34]2)[cH:7][cH:8]1. Reactants: N[C@@H](CCC(N)=O)C(=O)O (L-glutamine), CC1([C@@H](N2[C@H](S1)[C@@H](C2=O)NC(=O)CC=3C=CC=CC3)C(=O)[O-])C.[K+] (penicillin), C[C@H]1[C@@]([C@H]([C@@H](O1)O[C@@H]2[C@H]([C@@H]([C@H]([C@@H]([C@H]2O)O)NC(=N)N)O)NC(=N)N)O[C@H]3[C@H]([C@@H]([C@H]([C@@H](O3)CO)O)O)NC)(C=O)O (streptomycin), compound, CC1=CC=CC(=N1)NC(C1=CC=C(C=C1)[N+](=O)[O-])C1=NC2=C(C=CC=C2C=C1)O ((6-methylpyridin-2-ylamino (4-nitrophenyl)methyl)quinolin-8-ol), compound. Solvent: CS(=O)C (DMSO), CS(=O)C (DMSO). The product is CC1=CC=CC(=N1)NC(C1=CC=C2C=CC=NC2=C1O)C1=CC=C(C=C1)[N+](=O)[O-] (7-((6-methylpyridin-2-ylamino) (4-nitrophenyl)methyl)quinolin-8-ol). RXN SMILES: [NH2:1][C@H:2]([C:8]([OH:10])=O)[CH2:3][CH2:4][C:5](=O)N.[CH3:11]C1(C)S[C@@H]2[C@H](NC(CC3C=CC=CC=3)=O)C(=O)N2[C@H]1C([O-])=O.[K+].C[C@@H]1O[C@@H](O[C@H]2[C@H](O)[C@@H](O)[C@H](NC(N)=N)[C@@H](O)[C@@H]2NC(N)=N)[C@H](O[C@@H]2O[C@@H](CO)[C@H](O)[C@@H](O)[C@@H]2NC)[C@@]1(O)C=O.[CH3:75][C:76]1[N:81]=[C:80]([NH:82][CH:83]([C:93]2[CH:102]=[CH:101]C3C(=C(O)C=CC=3)N=2)[C:84]2[CH:89]=[CH:88][C:87]([N+:90]([O-:92])=[O:91])=[CH:86][CH:85]=2)[CH:79]=[CH:78][CH:77]=1>CS(C)=O>[CH3:75][C:76]1[N:81]=[C:80]([NH:82][CH:83]([C:84]2[CH:85]=[CH:86][C:87]([N+:90]([O-:92])=[O:91])=[CH:88][CH:89]=2)[C:93]2[C:8]([OH:10])=[C:2]3[C:3]([CH:4]=[CH:5][CH:11]=[N:1]3)=[CH:101][CH:102]=2)[CH:79]=[CH:78][CH:77]=1 |f:1.2|. Procedure: H9c2 rat embryonic myocardial cells (from ATCC, Rockville, Md., USA) were grown in Dulbecco's modified eagle's medium containing 10% cattle serum, 4 mM L-glutamine (Sigma-Aldrich, Hungary), 100 IU/ml penicillin and 100 ug/ml streptomycin. To the H9c2 supernatant sample, 30 uM of the compound according to Example 1 (7-((6-methylpyridin-2-ylamino (4-nitrophenyl)methyl)quinolin-8-ol from a stock solution containing 30 mM of DMSO (1000-fold dilution) was added before electrophoresis. To the control,... The reactants are NCC(=O)N(C1=C(C=CC=C1)F)CC(=O)OC(C)(C)C (tert-butyl 2-[2-amino-N-(2-fluorophenyl)acetamido]acetate), CC=1C=C(C=CC1)N=C=O (3-methylphenyl isocyanate). As a reaction SMILES: [NH2:1][CH2:2][C:3]([N:5]([CH2:13][C:14]([O:16][C:17]([CH3:20])([CH3:19])[CH3:18])=[O:15])[C:6]1[CH:11]=[CH:10][CH:9]=[CH:8][C:7]=1[F:12])=[O:4].[CH3:21][C:22]1[CH:23]=[C:24]([N:28]=[C:29]=[O:30])[CH:25]=[CH:26][CH:27]=1>>[F:12][C:7]1[CH:8]=[CH:9][CH:10]=[CH:11][C:6]=1[N:5]([CH2:13][C:14]([O:16][C:17]([CH3:20])([CH3:19])[CH3:18])=[O:15])[C:3](=[O:4])[CH2:2][NH:1][C:29]([NH:28][C:24]1[CH:25]=[CH:26][CH:27]=[C:22]([CH3:21])[CH:23]=1)=[O:30]. The product is FC1=C(C=CC=C1)N(C(CNC(=O)NC1=CC(=CC=C1)C)=O)CC(=O)OC(C)(C)C (tert-butyl 2-{N-(2-fluorophenyl)-2-[3-(3-methylphenyl)ureido]-acetamido}acetate). Isolated yield 47.6%. Procedure: Using a procedure similar to that described in Example 1, but starting with tert-butyl 2-[2-amino-N-(2-fluorophenyl)acetamido]acetate (2.5 g) and 3-methylphenyl isocyanate (1.2 g), and after recrystallisation in diisopropyl ether, tert-butyl 2-{N-(2-fluorophenyl)-2-[3-(3-methylphenyl)ureido]-acetamido}acetate (1.75 g), m.p. 148° C., is obtained. The reactants are COC(=O)OC1CC2=CC=C3C4CCC(C(C)CS(=O)c5ccccc5)C4(C)CCC3C2(C)C(OC(=O)OC)C1, CO, O, OO. The product is COC(=O)OC1CC2=CC=C3C4CCC(C(C)CS(=O)(=O)c5ccccc5)C4(C)CCC3C2(C)C(OC(=O)OC)C1. Reaction SMILES: [CH3:1][CH:2]([CH2:3][S:4](=[O:5])[c:6]1[cH:7][cH:8][cH:9][cH:10][cH:11]1)[CH:12]1[CH2:13][CH2:14][CH:15]2[C:16]3=[CH:17][CH:18]=[C:19]4[CH2:20][CH:21]([O:36][C:37](=[O:38])[O:39][CH3:40])[CH2:22][CH:23]([O:31][C:32](=[O:33])[O:34][CH3:35])[C:24]4([CH3:25])[CH:26]3[CH2:27][CH2:28][C:29]12[CH3:30].[CH3:43][OH:44].[OH2:45].[OH:41][OH:42]>>[CH3:1][CH:2]([CH2:3][S:4](=[O:5])([c:6]1[cH:7][cH:8][cH:9][cH:10][cH:11]1)=[O:41])[CH:12]1[CH2:13][CH2:14][CH:15]2[C:16]3=[CH:17][CH:18]=[C:19]4[CH2:20][CH:21]([O:36][C:37](=[O:38])[O:39][CH3:40])[CH2:22][CH:23]([O:31][C:32](=[O:33])[O:34][CH3:35])[C:24]4([CH3:25])[CH:26]3[CH2:27][CH2:28][C:29]12[CH3:30]. Starting materials: C(C)(=O)C=1C=NC2=CC=C(N=C2C1NC=1C=NC(=NC1)N1CC(CC1)NC(OC(C)(C)C)=O)C1=CC(=C(C(=C1)Cl)O)Cl (tert-butyl 1-{5-[3-acetyl-6-(3,5-dichloro-4-hydroxyphenyl)-1,5-naphthyridin-4-ylamino]pyrimidin-2-yl}pyrrolidin-3-ylcarbamate), Cl (HCl), trihydrochloride. Yields the product Cl.Cl.Cl.NC1CN(CC1)C1=NC=C(C=N1)NC1=C(C=NC2=CC=C(N=C12)C1=CC(=C(C(=C1)Cl)O)Cl)C(C)=O (1-{4-[2-(3-Aminopyrrolidin-1-yl)pyrimidin-5-ylamino]-6-(3,5-dichloro-4-hydroxyphenyl)-1,5-naphthyridin-3-yl}ethanone trihydrochloride). Yield: 50.0%. As a reaction SMILES: [C:1]([C:4]1[CH:5]=[N:6][C:7]2[C:12]([C:13]=1[NH:14][C:15]1[CH:16]=[N:17][C:18]([N:21]3[CH2:25][CH2:24][CH:23]([NH:26]C(=O)OC(C)(C)C)[CH2:22]3)=[N:19][CH:20]=1)=[N:11][C:10]([C:34]1[CH:39]=[C:38]([Cl:40])[C:37]([OH:41])=[C:36]([Cl:42])[CH:35]=1)=[CH:9][CH:8]=2)(=[O:3])[CH3:2].[ClH:43]>>[ClH:40].[ClH:43].[ClH:40].[NH2:26][CH:23]1[CH2:24][CH2:25][N:21]([C:18]2[N:19]=[CH:20][C:15]([NH:14][C:13]3[C:12]4[C:7](=[CH:8][CH:9]=[C:10]([C:34]5[CH:39]=[C:38]([Cl:40])[C:37]([OH:41])=[C:36]([Cl:42])[CH:35]=5)[N:11]=4)[N:6]=[CH:5][C:4]=3[C:1](=[O:3])[CH3:2])=[CH:16][N:17]=2)[CH2:22]1 |f:2.3.4.5|. Reported procedure: Following general procedure IV-1, tert-butyl 1-{5-[3-acetyl-6-(3,5-dichloro-4-hydroxyphenyl)-1,5-naphthyridin-4-ylamino]pyrimidin-2-yl}pyrrolidin-3-ylcarbamate (123 mg, 0.20 mmol) was reacted with 6 N HCl (2 mL) followed by formation of the trihydrochloride salt to afford the desired product (62 mg, 50%) as a light orange solid: 1H NMR (500 MHz, CD3OD) δ 9.36 (br s, 1H), 8.51-8.35 (m, 3H), 7.51 (br s, 2H), 4.12-3.97 (m, 2H), 3.89-3.84 (m, 1H), 3.80-3.69 (m, 2H), 2.84 (br s, 3H), 2.58-2.48 (m, 1H... Reactants: CCOc1ccc(CC(=O)OCc2ccc(C(N)=O)cc2)cc1, CN(C)C=O, O=P(Cl)(Cl)Cl. Product: CCOc1ccc(CC(=O)OCc2ccc(C#N)cc2)cc1. Reaction SMILES: [CH2:6]([CH3:7])[O:8][c:9]1[cH:10][cH:11][c:12]([CH2:15][C:16](=[O:17])[O:18][CH2:19][c:20]2[cH:21][cH:22][c:23]([C:26]([NH2:27])=[O:28])[cH:24][cH:25]2)[cH:13][cH:14]1.[O:29]=[CH:30][N:31]([CH3:32])[CH3:33].[P:1]([Cl:2])([Cl:3])([Cl:4])=[O:5]>>[CH2:6]([CH3:7])[O:8][c:9]1[cH:10][cH:11][c:12]([CH2:15][C:16](=[O:17])[O:18][CH2:19][c:20]2[cH:21][cH:22][c:23]([C:26]#[N:27])[cH:24][cH:25]2)[cH:13][cH:14]1. Starting materials: CCOC(=O)C1C2CCC(C2)C1NCc1ccc(C)c(F)c1, CS(=O)(=O)Nc1ccc2c(c1)S(=O)(=O)N=C(CC(=O)O)N2, CCN=C=NCCCN(C)C, CN1CCOCC1, CN(C)C=O, Cl, Cl. The product is CCOC(=O)C1C2CCC(C2)C1N(Cc1ccc(C)c(F)c1)C(=O)CC1=NS(=O)(=O)c2cc(NS(C)(=O)=O)ccc2N1. As a reaction SMILES: [CH2:1]([CH3:2])[O:3][C:4](=[O:5])[CH:6]1[CH:7]2[CH2:8][CH2:9][CH:10]([CH:11]1[NH:12][CH2:13][c:14]1[cH:15][c:16]([F:21])[c:17]([CH3:20])[cH:18][cH:19]1)[CH2:22]2.[CH3:23][S:24](=[O:25])(=[O:26])[NH:27][c:28]1[cH:29][c:30]2[c:31]([cH:42][cH:43]1)[NH:32][C:33]([CH2:38][C:39](=[O:40])[OH:41])=[N:34][S:35]2(=[O:36])=[O:37].[CH3:45][N:46]([CH3:47])[CH2:48][CH2:49][CH2:50][N:51]=[C:52]=[N:53][CH2:54][CH3:55].[CH3:56][N:57]1[CH2:58][CH2:59][O:60][CH2:61][CH2:62]1.[CH3:64][N:65]([CH3:66])[CH:67]=[O:68].[ClH:44].[ClH:63]>>[CH2:1]([CH3:2])[O:3][C:4](=[O:5])[CH:6]1[CH:7]2[CH2:8][CH2:9][CH:10]([CH:11]1[N:12]([CH2:13][c:14]1[cH:15][c:16]([F:21])[c:17]([CH3:20])[cH:18][cH:19]1)[C:39]([CH2:38][C:33]1=[N:34][S:35](=[O:36])(=[O:37])[c:30]3[cH:29][c:28]([NH:27][S:24]([CH3:23])(=[O:25])=[O:26])[cH:43][cH:42][c:31]3[NH:32]1)=[O:40])[CH2:22]2. Reactants: C(C)C(CO)C(CCC)O (2-ethyl-1,3-hexane diol), C(CCC)=O (n-butyraldehyde). The product is Formula II, C(C)C(C=O)C(CCC)O (2-ethyl-3-hydroxy-hexanal). Reaction SMILES: [CH2:1]([CH:3]([CH:6]([OH:10])[CH2:7][CH2:8][CH3:9])[CH2:4][OH:5])[CH3:2].C(=O)CCC>>[CH2:1]([CH:3]([CH:6]([OH:10])[CH2:7][CH2:8][CH3:9])[CH:4]=[O:5])[CH3:2]. Procedure: The preparation of 2-ethyl-1,3-hexane diol thus takes place in two steps, as shown above in the reaction formulae. In the first reaction step, n-butyraldehyde reacts with itself, forming as the product of the aldol reaction an intermediate-product β-hydroxyaldehyde according to Formula II, i.e. 2-ethyl-3-hydroxy-hexanal. This intermediate-product β-hydroxy-aldehyde is hydrogenated (reduced) into the corresponding alcohol, i.e. into 2-ethyl-1,3-hexane diol according to Formula III. The efficiency...